describe an organic reaction: reactants, conditions, products, and yield From a dataset of the Open Reaction Database (ORD), a public repository of structured organic reaction records. The reactants are BrC=1C=CC(=C(C1)O)OC (5-bromo-2-methoxyphenol), BrC(C)C(CC)=O (2-bromo-3-pentanone), C([O-])([O-])=O.[K+].[K+] (potassium carbonate), CN(C)C=O (DMF). The solvent is O (water). Run at temperature 70 celsius, time 2 hour. The product is BrC1=CC(=C(C=C1)OC)OC(C)C(CC)=O (4-Bromo-2-(3-oxopentan-2-yloxy)anisole). RXN SMILES: [Br:1][C:2]1[CH:3]=[CH:4][C:5]([O:9][CH3:10])=[C:6]([OH:8])[CH:7]=1.Br[CH:12]([C:14](=[O:17])[CH2:15][CH3:16])[CH3:13].C(=O)([O-])[O-].[K+].[K+].CN(C=O)C>O>[Br:1][C:2]1[CH:3]=[CH:4][C:5]([O:9][CH3:10])=[C:6]([O:8][CH:12]([C:14](=[O:17])[CH2:15][CH3:16])[CH3:13])[CH:7]=1 |f:2.3.4|. Procedure details: A mixture of 5-bromo-2-methoxyphenol (50.0 g), 2-bromo-3-pentanone (68.1 g), potassium carbonate (52.8 g), and DMF (500 ml) was stirred at 70° C. for 2 hours. After being allowed to stand for cooling, water was added to the mixture followed by extraction with ether. The organic layer was washed with a saturated saline and dried over anhydrous magnesium sulfate, and the solvent was distilled off. The residue was purified by silica gel column chromatography (hexane:chloroform=1:1) to give Compound... Reactants: CCO, Cl, CCC(NC(=O)c1c(CN=[N+]=[N-])c(-c2ccccc2)nc2ccccc12)c1ccccc1. Yields the product CCC(NC(=O)c1c(CN)c(-c2ccccc2)nc2ccccc12)c1ccccc1. RXN SMILES: [CH3:34][CH2:35][OH:36].[ClH:33].[N:1](=[N+:2]=[N-:3])[CH2:4][c:5]1[c:6](-[c:27]2[cH:28][cH:29][cH:30][cH:31][cH:32]2)[n:7][c:8]2[cH:9][cH:10][cH:11][cH:12][c:13]2[c:14]1[C:15](=[O:16])[NH:17][CH:18]([CH2:19][CH3:20])[c:21]1[cH:22][cH:23][cH:24][cH:25][cH:26]1>>[NH2:1][CH2:4][c:5]1[c:6](-[c:27]2[cH:28][cH:29][cH:30][cH:31][cH:32]2)[n:7][c:8]2[cH:9][cH:10][cH:11][cH:12][c:13]2[c:14]1[C:15](=[O:16])[NH:17][CH:18]([CH2:19][CH3:20])[c:21]1[cH:22][cH:23][cH:24][cH:25][cH:26]1. Starting materials: C(=O)C1=CC=C(C(=O)OC)C=C1 (methyl 4-formylbenzoate), 37-c, Cl.NO (hydroxylamine hydrochloride), C(C)(=O)[O-].[Na+] (sodium acetate). The solvent is C1CCOC1.O (THF H2O), ClCCl (dichloromethane). Conditions: time 8 hour. Yields the product ON=CC1=CC=C(C(=O)OC)C=C1 (Methyl 4-((hydroxyimino)methyl)benzoate). Reaction SMILES: [CH:1]([C:3]1[CH:12]=[CH:11][C:6]([C:7]([O:9][CH3:10])=[O:8])=[CH:5][CH:4]=1)=O.Cl.[NH2:14][OH:15].C([O-])(=O)C.[Na+]>C1COCC1.O.ClCCl>[OH:15][N:14]=[CH:1][C:3]1[CH:12]=[CH:11][C:6]([C:7]([O:9][CH3:10])=[O:8])=[CH:5][CH:4]=1 |f:1.2,3.4,5.6|. Reported procedure: To a solution of methyl 4-formylbenzoate, 37-c, (5.0 g, 30.5 mmol) and hydroxylamine hydrochloride (2.5 g, 36.6 mmol) in THF/H2O (VTHF:VH2O=4:1, 50 mL) was added sodium acetate (3.5 g, 42.7 mmol). The reaction mixture was stirred at room temperature overnight and diluted with dichloromethane (400 mL), washed with water, dried with anhydrous Na2SO4, filtrated and concentrated in vacuo to provide compound, 37-d, (4.9 g, 90%). The reagents and catalysts are [Pd](Cl)Cl.C(C)(C)(C)P([C-]1C=CC=C1)C(C)(C)C.[C-]1(C=CC=C1)P(C(C)(C)C)C(C)(C)C.[Fe+2] (1,1′-bis(di-tert-butylphosphino) ferrocene palladium dichloride). RXN SMILES: [F:1][C:2]([F:36])([F:35])[C:3]1[CH:4]=[C:5]([C@H:13]2[O:17][C:16](=[O:18])[N:15]([CH2:19][C:20]3[C:25]([C:26]4[CH:31]=[C:30](Cl)[CH:29]=[CH:28][C:27]=4[F:33])=[N:24][CH:23]=[CH:22][N:21]=3)[C@H:14]2[CH3:34])[CH:6]=[C:7]([C:9]([F:12])([F:11])[F:10])[CH:8]=1.[CH3:37][C:38]1[CH:39]=[C:40]([CH:45]=[CH:46][C:47]=1B1OC(C)(C)C(C)(C)O1)[C:41]([O:43][CH3:44])=[O:42].C([O-])([O-])=O.[K+].[K+].C1COCC1>CC#N.[Pd](Cl)Cl.C(P(C(C)(C)C)[C-]1C=CC=C1)(C)(C)C.[C-]1(P(C(C)(C)C)C(C)(C)C)C=CC=C1.[Fe+2]>[F:1][C:2]([F:36])([F:35])[C:3]1[CH:4]=[C:5]([C@H:13]2[O:17][C:16](=[O:18])[N:15]([CH2:19][C:20]3[C:25]([C:26]4[CH:31]=[C:30]([C:47]5[CH:46]=[CH:45][C:40]([C:41]([O:43][CH3:44])=[O:42])=[CH:39][C:38]=5[CH3:37])[CH:29]=[CH:28][C:27]=4[F:33])=[N:24][CH:23]=[CH:22][N:21]=3)[C@H:14]2[CH3:34])[CH:6]=[C:7]([C:9]([F:12])([F:11])[F:10])[CH:8]=1 |f:2.3.4,7.8.9.10|. Reported procedure: (4S,5R)-5-[3,5-bis(trifluoromethyl)phenyl]-3-{[3-(5-chloro-2-fluorophenyl)pyrazin-2-yl]methyl}-4-methyl-1,3-oxazolidin-2-one (33 mg, 0.062 mmol), methyl 3-methyl-4-(4,4,5,5-tetramethyl-1,3,2-dioxaborolan-2-yl)benzoate (INTERMEDIATE 37, 14.39 mg, 0.052 mmol), 1,1′-bis(di-tert-butylphosphino) ferrocene palladium dichloride (6.30 mg, 9.27 mmol), K2CO3 (0.155 mL, 0.309 mmol) and THF (1 mL) were sealed in a microwave vessel and subjected to microwave irradiation at 140° C. for 20 min. LCMS of aliquot... Reactants: crude material, FC(C=1C=C(C=C(C1)C(F)(F)F)[C@@H]1[C@@H](N(C(O1)=O)CC1=NC=CN=C1C1=C(C=CC(=C1)Cl)F)C)(F)F ((4S,5R)-5-[3,5-bis(trifluoromethyl)phenyl]-3-{[3-(5-chloro-2-fluorophenyl)pyrazin-2-yl]methyl}-4-methyl-1,3-oxazolidin-2-one), CC=1C=C(C(=O)OC)C=CC1B1OC(C(O1)(C)C)(C)C (methyl 3-methyl-4-(4,4,5,5-tetramethyl-1,3,2-dioxaborolan-2-yl)benzoate), CC=1C=C(C(=O)OC)C=CC1B1OC(C(O1)(C)C)(C)C (methyl 3-methyl-4-(4,4,5,5-tetramethyl-1,3,2-dioxaborolan-2-yl)benzoate), C(=O)([O-])[O-].[K+].[K+] (K2CO3), C1CCOC1 (THF). The product is FC(C=1C=C(C=C(C1)C(F)(F)F)[C@@H]1[C@@H](N(C(O1)=O)CC=1C(=NC=CN1)C=1C=C(C=CC1F)C1=C(C=C(C=C1)C(=O)OC)C)C)(F)F (Methyl 3′-[3-({(4S,5R)-5-[3,5-bis(trifluoromethyl)phenyl]-4-methyl-2-oxo-1,3-oxazolidin-3-yl}methyl)pyrazin-2-yl]4′-fluoro-2-methylbiphenyl-4-carboxylate). Reaction conditions: time 30 minute. The solvent is CC#N (MeCN). Reactants: ClC1=C(C=C2C(NC(=NC2=C1)N1N=CC(=C1)C(=O)OCC)=O)C1=C(C=CC=C1)C (ethyl 1-(7-chloro-4-oxo-6-(o-tolyl)-3,4-dihydroquinazolin-2-yl)-1H-pyrazole-4-carboxylate), N1CCCC1 (pyrrolidine). The product is ClC1=C(C=C2C(=NC(=NC2=C1)N1N=CC(=C1)C(=O)O)N1CCCC1)C1=C(C=CC=C1)C (1-(7-Chloro-4-(pyrrolidin-1-yl)-6-(o-tolyl)quinazolin-2-yl)-1H-pyrazole-4-carboxylic acid). Reaction SMILES: [Cl:1][C:2]1[CH:11]=[C:10]2[C:5]([C:6](=O)[NH:7][C:8]([N:12]3[CH:16]=[C:15]([C:17]([O:19]CC)=[O:18])[CH:14]=[N:13]3)=[N:9]2)=[CH:4][C:3]=1[C:23]1[CH:28]=[CH:27][CH:26]=[CH:25][C:24]=1[CH3:29].[NH:30]1[CH2:34][CH2:33][CH2:32][CH2:31]1>>[Cl:1][C:2]1[CH:11]=[C:10]2[C:5]([C:6]([N:30]3[CH2:34][CH2:33][CH2:32][CH2:31]3)=[N:7][C:8]([N:12]3[CH:16]=[C:15]([C:17]([OH:19])=[O:18])[CH:14]=[N:13]3)=[N:9]2)=[CH:4][C:3]=1[C:23]1[CH:28]=[CH:27][CH:26]=[CH:25][C:24]=1[CH3:29]. Procedure details: The above compound may be made analogous to Example 1 using ethyl 1-(7-chloro-4-oxo-6-(o-tolyl)-3,4-dihydroquinazolin-2-yl)-1H-pyrazole-4-carboxylate in step D and pyrrolidine in step E. MS (ESI): predicted mass calcd. for C23H20ClN5O2, 433.9 The reactants are C(C(CBr)(CBr)CBr)Br (pentaerythrityl tetrabromide), OC=1C=C(C=O)C=CC1 (3-hydroxybenzaldehyde), C([O-])([O-])=O.[K+].[K+] (potassium carbonate), [I-].[Na+] (sodium iodide). The solvent is O (water), CN(C=O)C (dimethylformamide). Yields the product C(=O)C=1C=C(OCC(COC2=CC(=CC=C2)C=O)(COC2=CC(=CC=C2)C=O)COC2=CC(=CC=C2)C=O)C=CC1 (tetrakis(3-formylphenoxymethyl)methane). Yield: 85.6%. As a reaction SMILES: [CH2:1](Br)[C:2]([CH2:7]Br)([CH2:5]Br)[CH2:3]Br.[OH:10][C:11]1[CH:12]=[C:13]([CH:16]=[CH:17][CH:18]=1)[CH:14]=[O:15].[C:19](=[O:22])([O-])[O-].[K+].[K+].[I-].[Na+]>O.CN(C)C=O>[CH:14]([C:13]1[CH:12]=[C:11]([CH:18]=[CH:17][CH:16]=1)[O:10][CH2:1][C:2]([CH2:7][O:10][C:11]1[CH:12]=[CH:13][CH:16]=[C:17]([CH:19]=[O:22])[CH:18]=1)([CH2:5][O:10][C:11]1[CH:18]=[CH:17][CH:16]=[C:13]([CH:14]=[O:15])[CH:12]=1)[CH2:3][O:10][C:11]1[CH:18]=[CH:17][CH:16]=[C:13]([CH:14]=[O:15])[CH:12]=1)=[O:15] |f:2.3.4,5.6|. Reported procedure: 5 g of pentaerythrityl tetrabromide, 9.5 g of 3-hydroxybenzaldehyde, 11 g of potassium carbonate, and a catalytic amount of sodium iodide were mixed. Thereto was added dimethylformamide, to conduct reaction at 130° C. for 6 hours. After cooled, water was added thereto, and the thus-precipitated crystal was collected by filtration. Dimethylformamide was added to this crystal, and the resultant solution was filtrated. Then, methanol was added to the filtrate, and the precipitated crystal was colle... The reactants are 31B, C(C)OC(CCC1=C(C=C(C=C1)O)C)=O (3-(4-hydroxy-2-methyl-phenyl)-propionic acid ethyl ester), ClC(C)C=1C(=NC(=CC1)C1=CC=C(C=C1)C(F)(F)F)C ([rac]-3-(1-chloro-ethyl)-2-methyl-6-(4-trifluoromethyl-phenyl)-pyridine). Product: C(C)OC(CCC1=C(C=C(C=C1)OC(C)C=1C(=NC(=CC1)C1=CC=C(C=C1)C(F)(F)F)C)C)=O ([rac]-3-(2-methyl-4-{1-[2-methyl-6-(4-trifluoromethyl-phenyl)-pyridin-3-yl]-ethoxy}-phenyl)-propionic acid ethyl ester). RXN SMILES: [CH2:1]([O:3][C:4](=[O:15])[CH2:5][CH2:6][C:7]1[CH:12]=[CH:11][C:10]([OH:13])=[CH:9][C:8]=1[CH3:14])[CH3:2].Cl[CH:17]([C:19]1[C:20]([CH3:35])=[N:21][C:22]([C:25]2[CH:30]=[CH:29][C:28]([C:31]([F:34])([F:33])[F:32])=[CH:27][CH:26]=2)=[CH:23][CH:24]=1)[CH3:18]>>[CH2:1]([O:3][C:4](=[O:15])[CH2:5][CH2:6][C:7]1[CH:12]=[CH:11][C:10]([O:13][CH:17]([C:19]2[C:20]([CH3:35])=[N:21][C:22]([C:25]3[CH:30]=[CH:29][C:28]([C:31]([F:34])([F:32])[F:33])=[CH:27][CH:26]=3)=[CH:23][CH:24]=2)[CH3:18])=[CH:9][C:8]=1[CH3:14])[CH3:2]. Procedure: In analogy to the procedures described in examples 8A] and 31B], 3-(4-hydroxy-2-methyl-phenyl)-propionic acid ethyl ester (example 60B]) was reacted with [rac]-3-(1-chloro-ethyl)-2-methyl-6-(4-trifluoromethyl-phenyl)-pyridine (example 17C]) to give [rac]-3-(2-methyl-4-{1-[2-methyl-6-(4-trifluoromethyl-phenyl)-pyridin-3-yl]-ethoxy}-phenyl)-propionic acid ethyl ester, which was subsequently saponified to yield the title compound as light yellow solid. Reactants: C(=C)C1=CC=C(CCl)C=C1 (4-vinylbenzylchloride), N1CCOCC1 (morpholine). Solvent: CO (methanol). Product: C(=C)C1=CC=C(C=C1)CN1CCOCC1 (N-(4-Vinylphenyl)methylmorpholine). The yield is 86.4%. Reaction SMILES: [CH:1]([C:3]1[CH:10]=[CH:9][C:6]([CH2:7]Cl)=[CH:5][CH:4]=1)=[CH2:2].[NH:11]1[CH2:16][CH2:15][O:14][CH2:13][CH2:12]1>CO>[CH:1]([C:3]1[CH:10]=[CH:9][C:6]([CH2:7][N:11]2[CH2:16][CH2:15][O:14][CH2:13][CH2:12]2)=[CH:5][CH:4]=1)=[CH2:2]. Procedure details: 20 ml (0.14 mol) of 4-vinylbenzylchloride and 25 ml (0.28 mol) of morpholine were refluxed in 150 ml of methanol for 3 h. The mixture was then concentrated in vacuo, and the resulting residue was partitioned between 1M hydrochloric acid and water [sic]. The acidic phase was washed with ether and then made alkaline with 2M sodium hydroxide solution. This aqueous phase was extracted with ether. This organic phase was dried and concentrated in vacuo, resulting in 24.6 g of the product.